This data is from the Open Reaction Database (ORD), a public repository of structured organic reaction records. The task is: describe an organic reaction: reactants, conditions, products, and yield Starting materials: [Al+3], N#CC12CC1CN(Cc1ccccc1)C2, CCOCC, [H-], [H-], [H-], [H-], [Li+], [Na+], C1CCOC1, [OH-], O. Product: NCC12CC1CN(Cc1ccccc1)C2. As a reaction SMILES: [Al+3:2].[CH2:7]([c:8]1[cH:9][cH:10][cH:11][cH:12][cH:13]1)[N:14]1[CH2:15][C:16]2([C:20]#[N:21])[CH2:17][CH:18]2[CH2:19]1.[CH3:25][CH2:26][O:27][CH2:28][CH3:29].[H-:1].[H-:4].[H-:5].[H-:6].[Li+:3].[Na+:24].[O:30]1[CH2:31][CH2:32][CH2:33][CH2:34]1.[OH-:23].[OH2:22]>>[CH2:7]([c:8]1[cH:9][cH:10][cH:11][cH:12][cH:13]1)[N:14]1[CH2:15][C:16]2([CH2:20][NH2:21])[CH2:17][CH:18]2[CH2:19]1.